This data is from the Open Reaction Database (ORD), a public repository of structured organic reaction records. The task is: describe an organic reaction: reactants, conditions, products, and yield The reactants are C(=NC1CCCCC1)=NC1CCCCC1, CN(C)C=O, O=C1CCC(=O)N1O, O=C(O)CCc1cc(Br)c(OC(=O)c2c3ccccc3nc3ccccc23)c(Br)c1. Yields the product O=C(CCc1cc(Br)c(OC(=O)c2c3ccccc3nc3ccccc23)c(Br)c1)ON1C(=O)CCC1=O. RXN SMILES: [CH:39]1([N:40]=[C:41]=[N:42][CH:43]2[CH2:44][CH2:45][CH2:46][CH2:47][CH2:48]2)[CH2:49][CH2:50][CH2:51][CH2:52][CH2:53]1.[O:54]=[CH:55][N:56]([CH3:57])[CH3:58].[OH:1][N:2]1[C:3](=[O:8])[CH2:4][CH2:5][C:6]1=[O:7].[cH:9]1[cH:10][cH:11][cH:12][c:13]2[n:14][c:15]3[cH:16][cH:17][cH:18][cH:19][c:20]3[c:21]([C:23](=[O:24])[O:25][c:26]3[c:27]([Br:38])[cH:28][c:29]([CH2:33][CH2:34][C:35](=[O:36])[OH:37])[cH:30][c:31]3[Br:32])[c:22]12>>[O:1]([N:2]1[C:3](=[O:8])[CH2:4][CH2:5][C:6]1=[O:7])[C:35]([CH2:34][CH2:33][c:29]1[cH:28][c:27]([Br:38])[c:26]([O:25][C:23]([c:21]2[c:20]3[c:15]([n:14][c:13]4[cH:12][cH:11][cH:10][cH:9][c:22]42)[cH:16][cH:17][cH:18][cH:19]3)=[O:24])[c:31]([Br:32])[cH:30]1)=[O:36]. Reactants: [Cl-].[NH4+] (ammonium chloride), COC1=CC=C(C=C1)CC(=O)OC (methyl p-methoxyphenylacetate), COC1=CC=C(C=C1)CC(=O)OC (methyl p-methoxyphenylacetate), CI (methyl iodide). The reagents and catalysts are Cl(=O)(=O)(=O)[O-].C(C)[N+](CC)(CC)CC (tetraethylammonium perchlorate), [Pt] (platinum), Cl(=O)(=O)(=O)[O-].C(C)[N+](CC)(CC)CC (tetraethylammonium perchlorate). The solvent is CN(C=O)C (dimethylformamide), CC(=O)N(C)C (dimethylacetamide). Product: CC(C(=O)OC)C1=CC=C(C=C1)OC (methyl α-methyl-p-methoxyphenylacetate), CC(C(=O)O)C1=CC=C(C=C1)OC (α-methyl-p-methoxyphenylacetic acid). RXN SMILES: [CH3:1][O:2][C:3]1[CH:8]=[CH:7][C:6]([CH2:9][C:10]([O:12][CH3:13])=[O:11])=[CH:5][CH:4]=1.[CH3:14]I.[Cl-].[NH4+]>Cl([O-])(=O)(=O)=O.C([N+](CC)(CC)CC)C.CC(N(C)C)=O.CN(C)C=O.[Pt]>[CH3:14][CH:9]([C:6]1[CH:5]=[CH:4][C:3]([O:2][CH3:1])=[CH:8][CH:7]=1)[C:10]([O:12][CH3:13])=[O:11].[CH3:14][CH:9]([C:6]1[CH:5]=[CH:4][C:3]([O:2][CH3:1])=[CH:8][CH:7]=1)[C:10]([OH:12])=[O:11] |f:2.3,4.5|. Reported procedure: Into the cathode chamber of an electrolytic cell divided with a diaphragm (ceramic filter) was placed a solution of 10 mmols of methyl p-methoxyphenylacetate, 12 mmols of methyl iodide and 2.0 g of tetraethylammonium perchlorate in 30 ml of anhydrous dimethylacetamide. And the anode chamber was provided with a solution of 3.0 g of tetraethylammonium perchlorate in 20 ml of anhydrous dimethylformamide. Constant current electrolysis was performed at 0.2 A/cm2 with use of platinum for both the anod... RXN SMILES: [O:1]=[C:2]1[C:10]2[C:9]3[CH:11]=[CH:12][CH:13]=[CH:14][C:8]=3[CH:7]=[CH:6][C:5]=2[C:4](=[O:15])[N:3]1[CH:16]([C:21]1[CH:26]=[CH:25][C:24]([O:27][CH3:28])=[C:23]([O:29][CH2:30][CH3:31])[CH:22]=1)[CH2:17][C:18](O)=[O:19].C(N1C=CN=C1)(N1C=CN=C1)=O.[CH:44]([NH:46][NH2:47])=[O:45]>O1CCCC1>[CH2:30]([O:29][C:23]1[CH:22]=[C:21]([CH:16]([N:3]2[C:2](=[O:1])[C:10]3[C:9]4[CH:11]=[CH:12][CH:13]=[CH:14][C:8]=4[CH:7]=[CH:6][C:5]=3[C:4]2=[O:15])[CH2:17][C:18]2[O:19][CH:44]=[N:46][N:47]=2)[CH:26]=[CH:25][C:24]=1[O:27][CH3:28])[CH3:31].[O:1]=[C:2]1[C:10]2[C:9]3[CH:11]=[CH:12][CH:13]=[CH:14][C:8]=3[CH:7]=[CH:6][C:5]=2[C:4](=[O:15])[N:3]1[CH:16]([C:21]1[CH:26]=[CH:25][C:24]([O:27][CH3:28])=[C:23]([O:29][CH2:30][CH3:31])[CH:22]=1)[CH2:17][C:18]([NH:47][N:46]=[C:44]=[O:45])=[O:19]. Solvent: O1CCCC1 (tetrahydrofuran). Isolated yield 122.9%. Procedure details: 2-[1-(3-Ethoxy-4-methoxyphenyl)-2-(1,3,4-oxadiazol-2-yl)ethyl]benzo[e]isoindoline-1,3-dione was prepared by the procedure used in Example 1. Thus, reaction of 3-(1,3-dioxobenzo[e]isoindolin-2-yl)-3-(3-ethoxy-4-methoxyphenyl)propanoic acid (1.50 g, 3.58 mmol), carbonyidiimidazole (0.70 g, 4.3 mmol) and formic hydrazide (310 mg, 5.16 mmol) in tetrahydrofuran (20 mL) gave crude 3-(1,3-dioxobenzo[e]isoindolin-2-yl)-N-carbonylamino-3-(3-ethoxy4-methoxyphenyl)propanamide (1.0 g, 2.2 mmol), which was t... Starting materials: O=C1N(C(C=2C=CC3=C(C12)C=CC=C3)=O)C(CC(=O)O)C3=CC(=C(C=C3)OC)OCC (3-(1,3-dioxobenzo[e]isoindolin-2-yl)-3-(3-ethoxy-4-methoxyphenyl)propanoic acid), C(=O)(N1C=NC=C1)N1C=NC=C1 (carbonyidiimidazole), C(=O)NN (formic hydrazide). Yields the product C(C)OC=1C=C(C=CC1OC)C(CC=1OC=NN1)N1C(C=2C=CC3=C(C2C1=O)C=CC=C3)=O (2-[1-(3-Ethoxy-4-methoxyphenyl)-2-(1,3,4-oxadiazol-2-yl)ethyl]benzo[e]isoindoline-1,3-dione), O=C1N(C(C=2C=CC3=C(C12)C=CC=C3)=O)C(CC(=O)NN=C=O)C3=CC(=C(C=C3)OC)OCC (3-(1,3-dioxobenzo[e]isoindolin-2-yl)-N-carbonylamino-3-(3-ethoxy4-methoxyphenyl)propanamide). Starting materials: CC1(C)OCC(C(=O)N2CC=C(c3ccc(N4CC(Cn5ncnn5)OC4=O)cc3F)CC2)O1, Cl, C1CCOC1. Product: O=C(C(O)CO)N1CC=C(c2ccc(N3CC(Cn4ncnn4)OC3=O)cc2F)CC1. Reaction SMILES: [CH3:1][C:2]1([CH3:34])[O:3][CH2:4][CH:5]([C:7](=[O:8])[N:9]2[CH2:10][CH:11]=[C:12]([c:15]3[c:16]([F:33])[cH:17][c:18]([N:21]4[C:22](=[O:32])[O:23][CH:24]([CH2:26][n:27]5[n:28][cH:29][n:30][n:31]5)[CH2:25]4)[cH:19][cH:20]3)[CH2:13][CH2:14]2)[O:6]1.[ClH:35].[O:36]1[CH2:37][CH2:38][CH2:39][CH2:40]1>>[OH:3][CH2:4][CH:5]([OH:6])[C:7](=[O:8])[N:9]1[CH2:10][CH:11]=[C:12]([c:15]2[c:16]([F:33])[cH:17][c:18]([N:21]3[C:22](=[O:32])[O:23][CH:24]([CH2:26][n:27]4[n:28][cH:29][n:30][n:31]4)[CH2:25]3)[cH:19][cH:20]2)[CH2:13][CH2:14]1. The reactants are C1(=CC=CC=C1)[Mg]Br (phenylmagnesium bromide), C1(=CC=CC=C1)C1=C2C(=NC=3C=CC=CC13)C=1C=CCCC1C2=O (10-phenyl-1H-indeno[1,2-b]quinolin-11-one). Solvent: O1CCCC1 (tetrahydrofuran). Yields the product C1(=CC=CC=C1)C1=C2C(=NC=3C=CC=CC13)C1=CC=CC=C1C2(O)C2=CC=CC=C2 (10,11-diphenyl-11H-indeno[1,2-b]quinolin-11-ol). Yield: 90.0%. As a reaction SMILES: [C:1]1([Mg]Br)[CH:6]=[CH:5][CH:4]=[CH:3][CH:2]=1.[C:9]1([C:15]2[C:24]3[CH:23]=[CH:22][CH:21]=[CH:20][C:19]=3[N:18]=[C:17]3[C:25]4[CH:26]=[CH:27][CH2:28][CH2:29][C:30]=4[C:31](=[O:32])[C:16]=23)[CH:14]=[CH:13][CH:12]=[CH:11][CH:10]=1>O1CCCC1>[C:9]1([C:15]2[C:24]3[CH:23]=[CH:22][CH:21]=[CH:20][C:19]=3[N:18]=[C:17]3[C:25]4[C:30]([C:31]([C:1]5[CH:6]=[CH:5][CH:4]=[CH:3][CH:2]=5)([OH:32])[C:16]=23)=[CH:29][CH:28]=[CH:27][CH:26]=4)[CH:10]=[CH:11][CH:12]=[CH:13][CH:14]=1. Procedure details: After dripping 1M phenylmagnesium bromide (20 ml, 20.0 mmol) into the starting material 10-phenyl-1H-indeno[1,2-b]quinolin-11-one (3.07 g, 10.0 mmol) which is dissolved in pure tetrahydrofuran, the mixed solution undergoes reaction for 24 hours at room temperature. Then, the reaction is terminated by adding ammonium chloride solution therein. Finally, 3.47 g of 10,11-diphenyl-11H-indeno[1,2-b]quinolin-11-ol is obtained by filtering the mixed solution to remove precipitates. The percentage yield ... Reactants: CO (methanol), NC1CCN(CC1)CCN1C(C=CC2=CC=C(C=C12)C#N)=O (1-[2-(4-amino-1-piperidinyl)ethyl]-2-oxo-1,2-dihydro-7-quinolinecarbonitrile), O1CCOC=2C=NC(=CC21)C=O (2,3-dihydro[1,4]dioxino[2,3-c]pyridine-7-carboxaldehyde), [BH-](OC(=O)C)(OC(=O)C)OC(=O)C.[Na+] (NaBH(OAc)3), C(Cl)(Cl)Cl (chloroform). Solvent: CN(C)C=O (DMF). Conditions: time 8 hour. Product: Cl.O1CCOC=2C=NC(=CC21)CNC2CCN(CC2)CCN2C(C=CC1=CC=C(C=C21)C#N)=O (1-(2-{4-[(2,3-dihydro[1,4]dioxino[2,3-c]pyridin-7-ylmethyl)amino]-1-piperidinyl}ethyl)-2-oxo-1,2-dihydro-7-quinolinecarbonitrile Hydrochloride). The yield is 55.0%. RXN SMILES: [NH2:1][CH:2]1[CH2:7][CH2:6][N:5]([CH2:8][CH2:9][N:10]2[C:19]3[C:14](=[CH:15][CH:16]=[C:17]([C:20]#[N:21])[CH:18]=3)[CH:13]=[CH:12][C:11]2=[O:22])[CH2:4][CH2:3]1.[O:23]1[C:32]2[CH:31]=[C:30]([CH:33]=O)[N:29]=[CH:28][C:27]=2[O:26][CH2:25][CH2:24]1.CO.[BH-](OC(C)=O)(OC(C)=O)OC(C)=O.[Na+].C(Cl)(Cl)[Cl:52]>CN(C=O)C>[ClH:52].[O:23]1[C:32]2[CH:31]=[C:30]([CH2:33][NH:1][CH:2]3[CH2:7][CH2:6][N:5]([CH2:8][CH2:9][N:10]4[C:19]5[C:14](=[CH:15][CH:16]=[C:17]([C:20]#[N:21])[CH:18]=5)[CH:13]=[CH:12][C:11]4=[O:22])[CH2:4][CH2:3]3)[N:29]=[CH:28][C:27]=2[O:26][CH2:25][CH2:24]1 |f:3.4,7.8|. Procedure: A suspension of 1-[2-(4-amino-1-piperidinyl)ethyl]-2-oxo-1,2-dihydro-7-quinolinecarbonitrile (300 mg, 1.01 mmol) and 2,3-dihydro[1,4]dioxino[2,3-c]pyridine-7-carboxaldehyde (for a synthesis see WO2004058144, Example 2(c) or WO03/087098, Example 19(d)) (167 mg, 1.01 mmol) in chloroform (10 mL), methanol (15 mL) and DMF (20 mL) was stirred at rt for 30 min then NaBH(OAc)3 (642 mg, 3.03 mmol) was added. The reaction was stirred at rt overnight. The solvents were removed and residue dried in vacuo. ...